Dataset: the Open Reaction Database (ORD), a public repository of structured organic reaction records. Task: describe an organic reaction: reactants, conditions, products, and yield Reactants: C(C)OC(C1=CC(=CC(=C1)O)O)=O (3,5-Dihydroxy benzoic acid ethyl ester), BrCC=1C=C(C#N)C=CC1 (3-bromomethyl-benzonitrile). Product: C(C)OC(C1=CC(=CC(=C1)OC1=CC(=CC=C1)C#N)OC1=CC(=CC=C1)C#N)=O (3,5-Bis(3-cyano phenoxy)benzoic Acid Ethyl Ester). The yield is 75.3%. RXN SMILES: [CH2:1]([O:3][C:4](=[O:13])[C:5]1[CH:10]=[C:9]([OH:11])[CH:8]=[C:7]([OH:12])[CH:6]=1)[CH3:2].BrC[C:16]1[CH:17]=[C:18]([CH:21]=[CH:22][CH:23]=1)[C:19]#[N:20]>>[CH2:1]([O:3][C:4](=[O:13])[C:5]1[CH:10]=[C:9]([O:11][C:16]2[CH:23]=[CH:22][CH:21]=[C:18]([C:19]#[N:20])[CH:17]=2)[CH:8]=[C:7]([O:12][C:16]2[CH:23]=[CH:22][CH:21]=[C:18]([C:19]#[N:20])[CH:17]=2)[CH:6]=1)[CH3:2]. Procedure: 3,5-Dihydroxy benzoic acid ethyl ester (1.45 g, 7.95 mmol) and 3-bromomethyl-benzonitrile (6.23 g, 31.8 mmol) and other reagents as described in Example 75(a) were used to afford 2.3 g of the required product. 1H NMR (DMSO-d6): 1.15 (3H, t), 4.15 (2H, q), 5.3 (4H, s), 7.0 (1H, s), 7.18 (2H, s), 7.64 (4H, d), 7.86 (4H, d).